From a dataset of the Open Reaction Database (ORD), a public repository of structured organic reaction records. describe an organic reaction: reactants, conditions, products, and yield Reactants: Cl (hydrochloric acid), CC=1C=C(C=CC1C)N1NC(=C(C1=O)C=O)C (1-(3,4-dimethylphenyl)-3-methyl-5-oxo-3-pyrazolin-4-carbaldehyde), Cl.NC=1C(=C(C=CC1)C1=CC(=CC=C1)C(=O)O)O (3′-amino-2′-hydroxybiphenyl-3-carboxylic acid hydrochloride), C(C)(=O)[O-].[Na+] (sodium acetate). Run in C(C)O (ethanol). Reaction conditions: time 1 hour. Yields the product CC=1C=C(C=CC1C)N1N=C(C(C1=O)=CNC=1C(=C(C=CC1)C1=CC(=CC=C1)C(=O)O)O)C (3′-{[1-(3,4-Dimethylphenyl)-3-methyl-5-oxo-1,5-dihydropyrazol-4-ylidenemethyl]amino}-2′-hydroxybiphenyl-3-carboxylic Acid). Yield: 75.5%. Reaction SMILES: [CH3:1][C:2]1[CH:3]=[C:4]([N:9]2[C:13](=[O:14])[C:12]([CH:15]=O)=[C:11]([CH3:17])[NH:10]2)[CH:5]=[CH:6][C:7]=1[CH3:8].Cl.[NH2:19][C:20]1[C:21]([OH:35])=[C:22]([C:26]2[CH:31]=[CH:30][CH:29]=[C:28]([C:32]([OH:34])=[O:33])[CH:27]=2)[CH:23]=[CH:24][CH:25]=1.C([O-])(=O)C.[Na+].Cl>C(O)C>[CH3:1][C:2]1[CH:3]=[C:4]([N:9]2[C:13](=[O:14])[C:12](=[CH:15][NH:19][C:20]3[C:21]([OH:35])=[C:22]([C:26]4[CH:31]=[CH:30][CH:29]=[C:28]([C:32]([OH:34])=[O:33])[CH:27]=4)[CH:23]=[CH:24][CH:25]=3)[C:11]([CH3:17])=[N:10]2)[CH:5]=[CH:6][C:7]=1[CH3:8] |f:1.2,3.4|. Reported procedure: A solution of 1-(3,4-dimethylphenyl)-3-methyl-5-oxo-3-pyrazolin-4-carbaldehyde (10 mg, 0.043 mmol) and 3′-amino-2′-hydroxybiphenyl-3-carboxylic acid hydrochloride (11 mg, 0.042 mmol) in ethanol (1 mL) was shaken with 0.2M aq. sodium acetate (0.25 mL, 0.05 mmol) for 1 h. 0.06M aq. hydrochloric acid (3 mL) was added and shaking continued for 1 h. The solid was filtered, washed with water and dried under reduced pressure to afford the title compound (14 mg, 74%) as a cream-coloured powder. 1H NMR (...